The task is: describe an organic reaction: reactants, conditions, products, and yield. This data is from the Open Reaction Database (ORD), a public repository of structured organic reaction records. The reactants are [Br-].[Al+3].[Br-].[Br-] (aluminum bromide), NC1=CC=C(C=N1)C=1C2=C(N(C(C(N1)CC1=CC3=CC=CC=C3C=C1)=O)CC1=CC=C(C=C1)OC)C=CC(=C2)Cl (5-(6-Aminopyridin-3-yl)-7-chloro-1-(4-methoxybenzyl)-3-(naphthalen-2-ylmethyl)-1H-benzo[e][1,4]diazepin-2(3H)-one), [Br-].[Al+3].[Br-].[Br-] (aluminum bromide). Solvent: C(C)(=O)OCC (ethyl acetate), C([O-])(O)=O.[Na+] (sodium bicarbonate), C1(=CC=CC=C1)OC (anisole). Conditions: temperature 80 celsius. The product is NC1=CC=C(C=N1)C=1C2=C(NC(C(N1)CC1=CC3=CC=CC=C3C=C1)=O)C=CC(=C2)Cl (5-(6-aminopyridin-3-yl)-7-chloro-3-(naphthalen-2-ylmethyl)-1H-benzo[e][1,4]diazepin-2(3H)-one). Isolated yield 41.8%. RXN SMILES: [NH2:1][C:2]1[N:7]=[CH:6][C:5]([C:8]2[C:9]3[CH:39]=[C:38]([Cl:40])[CH:37]=[CH:36][C:10]=3[N:11](CC3C=CC(OC)=CC=3)[C:12](=[O:26])[CH:13]([CH2:15][C:16]3[CH:25]=[CH:24][C:23]4[C:18](=[CH:19][CH:20]=[CH:21][CH:22]=4)[CH:17]=3)[N:14]=2)=[CH:4][CH:3]=1.[Br-].[Al+3].[Br-].[Br-]>C1(OC)C=CC=CC=1.C(OCC)(=O)C.C(=O)(O)[O-].[Na+]>[NH2:1][C:2]1[N:7]=[CH:6][C:5]([C:8]2[C:9]3[CH:39]=[C:38]([Cl:40])[CH:37]=[CH:36][C:10]=3[NH:11][C:12](=[O:26])[CH:13]([CH2:15][C:16]3[CH:25]=[CH:24][C:23]4[C:18](=[CH:19][CH:20]=[CH:21][CH:22]=4)[CH:17]=3)[N:14]=2)=[CH:4][CH:3]=1 |f:1.2.3.4,7.8|. Procedure details: 5,7-Dichloro-1-(4-methoxybenzyl)-3-(naphthalen-2-ylmethyl)-1H-benzo[e][1,4]diazepin-2(3H)-one (0.10 g, 0.20 mmol) and 2-aminopyridine-5-boronic acid pinacol ester were reacted according to the corresponding procedure described in Example 12 to yield intermediate 5-(6-aminopyridin-3-yl)-7-chloro-1-(4-methoxybenzyl)-3-(naphthalen-2-ylmethyl)-1H-benzo[e][1,4]diazepin-2(3H)-one. (77 mg, 69%). 5-(6-Aminopyridin-3-yl)-7-chloro-1-(4-methoxybenzyl)-3-(naphthalen-2-ylmethyl)-1H-benzo[e][1,4]diazepin-2(3H... The reactants are CN(C=C(C#N)C1=CC=C(C=C1)C(F)(F)F)C (3-Dimethylamino-2-(4-(trifluoromethyl)phenyl)-acrylonitrile), NO.Cl (NH2OH.HCl). Solvent: C(C)O (ethanol). Product: FC(C1=CC=C(C=C1)C=1C=NOC1N)(F)F (4-(4-(TRIFLUOROMETHYL)PHENYL)-5-AMINOISOXAZOLE). Reaction SMILES: C[N:2](C)[CH:3]=[C:4]([C:7]1[CH:12]=[CH:11][C:10]([C:13]([F:16])([F:15])[F:14])=[CH:9][CH:8]=1)[C:5]#[N:6].N[OH:19].Cl>C(O)C>[F:14][C:13]([F:16])([F:15])[C:10]1[CH:11]=[CH:12][C:7]([C:4]2[CH:5]=[N:6][O:19][C:3]=2[NH2:2])=[CH:8][CH:9]=1 |f:1.2|. Procedure details: 3-Dimethylamino-2-(4-(trifluoromethyl)phenyl)-acrylonitrile (2.5 g), and NH2OH.HCl (1.5 g) were refluxed in ethanol for 2 hours. After evaporation of the solvent, water was added and the final product was filtered, recrystallized from methylene chloride, and identified by NMR analysis.